This data is from the Open Reaction Database (ORD), a public repository of structured organic reaction records. The task is: describe an organic reaction: reactants, conditions, products, and yield The reactants are O1C(C1)COC=1C=C(C=CC1)CO ((3-(oxiran-2-ylmethoxy)phenyl)methanol), CC1=NC(=NC(=C1)C)N1CCC(CC1)N (1-(4,6-dimethylpyrimidin-2-yl)piperidin-4-amine). The solvent is CC(C)O.CS(=O)C (iPrOH DMSO). The product is CC1=NC(=NC(=C1)C)N1CCC(CC1)NCC(COC1=CC(=CC=C1)CO)O (1-(1-(4,6-dimethylpyrimidin-2-yl)piperidin-4-ylamino)-3-(3-(hydroxymethyl)phenoxy)propan-2-ol). Isolated yield 9.0%. Reaction SMILES: [O:1]1[CH2:3][CH:2]1[CH2:4][O:5][C:6]1[CH:7]=[C:8]([CH2:12][OH:13])[CH:9]=[CH:10][CH:11]=1.[CH3:14][C:15]1[CH:20]=[C:19]([CH3:21])[N:18]=[C:17]([N:22]2[CH2:27][CH2:26][CH:25]([NH2:28])[CH2:24][CH2:23]2)[N:16]=1>CC(O)C.CS(C)=O>[CH3:14][C:15]1[CH:20]=[C:19]([CH3:21])[N:18]=[C:17]([N:22]2[CH2:23][CH2:24][CH:25]([NH:28][CH2:3][CH:2]([OH:1])[CH2:4][O:5][C:6]3[CH:11]=[CH:10][CH:9]=[C:8]([CH2:12][OH:13])[CH:7]=3)[CH2:26][CH2:27]2)[N:16]=1 |f:2.3|. Reported procedure: Synthesis followed SP6 (iPrOH:DMSO 1:1, 120° C., 24 h), using 200 μmol (3-(oxiran-2-ylmethoxy)phenyl)methanol and 1-(4,6-dimethylpyrimidin-2-yl)piperidin-4-amine to give the title compound with 9% yield upon purification by prep. HPLC (reversed phase) and subsequent by prep. TLC (1 mm silica gel, PE/CH2Cl2/MeOH 4:6:1) (LCMS: detected [M+1]=387.2). The reactants are C(N)(=O)C1=C(C=C(C=C1)NC[C@H](COC)NC(OC(C)(C)C)=O)NC1=CC(=NS1)C ((R)-tert-butyl 1-(4-carbamoyl-3-(3-methylisothiazol-5-ylamino)phenylamino)-3-methoxypropan-2-ylcarbamate), C(=O)(C(F)(F)F)O (TFA). Solvent: C(Cl)Cl (DCM). The product is N[C@H](CNC1=CC(=C(C(=O)N)C=C1)NC1=CC(=NS1)C)COC ((R)-4-(2-amino-3-methoxypropylamino)-2-(3-methylisothiazol-5-ylamino)benzamide), C(=O)(C(F)(F)F)O (TFA). RXN SMILES: [C:1]([C:4]1[CH:9]=[CH:8][C:7]([NH:10][CH2:11][C@@H:12]([NH:16]C(=O)OC(C)(C)C)[CH2:13][O:14][CH3:15])=[CH:6][C:5]=1[NH:24][C:25]1[S:29][N:28]=[C:27]([CH3:30])[CH:26]=1)(=[O:3])[NH2:2].[C:31]([OH:37])([C:33]([F:36])([F:35])[F:34])=[O:32]>C(Cl)Cl>[NH2:16][C@@H:12]([CH2:13][O:14][CH3:15])[CH2:11][NH:10][C:7]1[CH:8]=[CH:9][C:4]([C:1]([NH2:2])=[O:3])=[C:5]([NH:24][C:25]2[S:29][N:28]=[C:27]([CH3:30])[CH:26]=2)[CH:6]=1.[C:31]([OH:37])([C:33]([F:36])([F:35])[F:34])=[O:32]. Reported procedure: The above product from step 3 was added TFA in DCM (1:1, 2 mL), 30 min later, the solution was concentrated under vacuum and was purified by preparative HPLC to give (R)-4-(2-amino-3-methoxypropylamino)-2-(3-methylisothiazol-5-ylamino)benzamide as TFA salt. MS 336.2 (M+H); UV 293.8 nm. The reactants are ClC1=CC(=CC=C1)C(=O)OO (3-Chloroperbenzoic acid), ClC1=C(C(=O)C=2C=NOC2C)C=CC(=C1Cl)SC (4-(2,3-dichloro-4-methylsulphenylbenzoyl)-5-methylisoxazole). Solvent: ClCCl (dichloromethane), ClCCl (Dichloromethane). Reaction conditions: temperature -20 celsius, time 1 hour. Yields the product ClC1=C(C(=O)C=2C=NOC2C)C=CC(=C1Cl)S(=O)C (4-(2,3-dichloro-4-methylsulphinylbenzoyl)-5-methylisoxazole). The yield is 50.7%. Reaction SMILES: ClC1C=CC=C(C(OO)=[O:9])C=1.[Cl:12][C:13]1[C:26]([Cl:27])=[C:25]([S:28][CH3:29])[CH:24]=[CH:23][C:14]=1[C:15]([C:17]1[CH:18]=[N:19][O:20][C:21]=1[CH3:22])=[O:16]>ClCCl>[Cl:12][C:13]1[C:26]([Cl:27])=[C:25]([S:28]([CH3:29])=[O:9])[CH:24]=[CH:23][C:14]=1[C:15]([C:17]1[CH:18]=[N:19][O:20][C:21]=1[CH3:22])=[O:16]. Procedure details: 3-Chloroperbenzoic acid (85%, 0.99 g) was added portionwise to a stirred solution of 4-(2,3-dichloro-4-methylsulphenylbenzoyl)-5-methylisoxazole (1.5 g) in dichloromethane (50 ml) whilst maintaining the temperature below -20° C. The mixture was stirred at -20° C. for 1 hour. Dichloromethane (50 ml) was added and the solid was removed by filtration. The filtrate was evaporated to dryness and the residue was chromatographed on silica eluted with a mixture of ethyl acetate and cyclohexane (1:5) to ...